Dataset: the Open Reaction Database (ORD), a public repository of structured organic reaction records. Task: describe an organic reaction: reactants, conditions, products, and yield Reactants: CS(=O)(=O)OC(CO)C(Cc1ccccc1)N1C(=O)c2ccccc2C1=O, ClCCl, Cl, [H-], [Na+], C1CCOC1, O. Product: O=C1c2ccccc2C(=O)N1C(Cc1ccccc1)C1CO1. Reaction SMILES: [CH2:1]([c:2]1[cH:3][cH:4][cH:5][cH:6][cH:7]1)[CH:8]([CH:9]([CH2:10][OH:11])[O:12][S:13]([CH3:14])(=[O:15])=[O:16])[N:17]1[C:18](=[O:27])[c:19]2[c:20]([cH:23][cH:24][cH:25][cH:26]2)[C:21]1=[O:22].[Cl:36][CH2:37][Cl:38].[ClH:30].[H-:28].[Na+:29].[O:31]1[CH2:32][CH2:33][CH2:34][CH2:35]1.[OH2:39]>>[CH2:1]([c:2]1[cH:3][cH:4][cH:5][cH:6][cH:7]1)[CH:8]([CH:9]1[CH2:10][O:11]1)[N:17]1[C:18](=[O:27])[c:19]2[c:20]([cH:23][cH:24][cH:25][cH:26]2)[C:21]1=[O:22]. Starting materials: N(=O)OCCCCC (amyl nitrite), NC=1SC=C(N1)C(C(=O)OCC)=O (ethyl 2-amino-4-thiazoleglyoxylate). Run in O1CCCC1 (tetrahydrofuran), O1CCCC1 (tetrahydrofuran). Conditions: temperature 60 celsius, time 2 hour. Yields the product O=C(C(=O)OCC)C=1N=CSC1 (Ethyl 2-oxo-2-(4-thiazolyl)acetate). Isolated yield 68.6%. As a reaction SMILES: N(OCCCCC)=O.N[C:10]1[S:11][CH:12]=[C:13]([C:15](=[O:21])[C:16]([O:18][CH2:19][CH3:20])=[O:17])[N:14]=1>O1CCCC1>[O:21]=[C:15]([C:13]1[N:14]=[CH:10][S:11][CH:12]=1)[C:16]([O:18][CH2:19][CH3:20])=[O:17]. Procedure details: A solution of amyl nitrite (5.4 ml) in tetrahydrofuran (45 ml) was added dropwise to a stirred solution of ethyl 2-amino-4-thiazoleglyoxylate (4.00 g) (Aldrich) in tetrahydrofuran (25 ml) at 60° C. When the addition was complete (1 h) the mixture was stirred at 60° C. for a further 2 h. The solvent was evaporated and the residue partitioned between ethyl acetate and sodium bicarbonate solution. The organic phase was washed with water and brine, dried over magnesium sulphate and evaporated. The p...